From a dataset of the Open Reaction Database (ORD), a public repository of structured organic reaction records. describe an organic reaction: reactants, conditions, products, and yield The reactants are COC1=CC=C(C=O)C=C1 (4-methoxy benzaldehyde), C(C)(=O)CC(C)=O (acetyl acetone), N1CCCCC1 (piperidine). The solvent is C1CCCCC1 (cyclohexane). Run at time 8 hour. Product: COC1=CC=C(C=C(C(C)=O)C(C)=O)C=C1 (3-(4-methoxybenzylidene)-2,4-pentanedione), Compound 3. Isolated yield 70.0%. Reaction SMILES: [CH3:1][O:2][C:3]1[CH:10]=[CH:9][C:6]([CH:7]=O)=[CH:5][CH:4]=1.[C:11]([CH2:14][C:15](=[O:17])[CH3:16])(=[O:13])[CH3:12].N1CCCCC1>C1CCCCC1>[CH3:1][O:2][C:3]1[CH:10]=[CH:9][C:6]([CH:7]=[C:14]([C:15](=[O:17])[CH3:16])[C:11](=[O:13])[CH3:12])=[CH:5][CH:4]=1. Procedure: 3-(4-methoxybenzylidene)-2,4-pentanedione was prepared by the condensation of 4-methoxy benzaldehyde with acetyl acetone in the presence of piperidine and cyclohexane as the reaction medium at reflux temperature under continuous azeotropic water removal. The reaction takes about eight hours to complete. The reaction product was purified by crystallization with methanol and yields about 70% 3-(4-methoxybenzylidene)-2,4-pentanedione (hereinafter “Compound 3”) with a purity, as determined by GC, of...